This data is from the Open Reaction Database (ORD), a public repository of structured organic reaction records. The task is: describe an organic reaction: reactants, conditions, products, and yield Starting materials: O=C([O-])[O-], [K+], [K+], Nc1ccccc1, CN(C)C=O, c1ccc(C(c2ccccc2)N2CCN(CC3CO3)CC2)cc1. Yields the product OC(CNc1ccccc1)CN1CCN(C(c2ccccc2)c2ccccc2)CC1. Reaction SMILES: [C:31](=[O:32])([O-:33])[O-:34].[K+:35].[K+:36].[NH2:24][c:25]1[cH:26][cH:27][cH:28][cH:29][cH:30]1.[O:37]=[CH:38][N:39]([CH3:40])[CH3:41].[c:1]1([CH:7]([N:8]2[CH2:9][CH2:10][N:11]([CH2:14][CH:15]3[CH2:16][O:17]3)[CH2:12][CH2:13]2)[c:18]2[cH:19][cH:20][cH:21][cH:22][cH:23]2)[cH:2][cH:3][cH:4][cH:5][cH:6]1>>[c:1]1([CH:7]([N:8]2[CH2:9][CH2:10][N:11]([CH2:14][CH:15]([CH2:16][NH:24][c:25]3[cH:26][cH:27][cH:28][cH:29][cH:30]3)[OH:17])[CH2:12][CH2:13]2)[c:18]2[cH:19][cH:20][cH:21][cH:22][cH:23]2)[cH:2][cH:3][cH:4][cH:5][cH:6]1. Reactants: OC1=C(CC2=CC=C(C(=O)N)C=C2)C=CC=C1 (4-(2-hydroxybenzyl)benzamide), C(C)(=O)O[C@H]1[C@H](OC(C)=O)[C@@H](OC(C)=O)[C@H](OC(C)=O)[C@H](O1)COC(C)=O (1,2,3,4,6-penta-O-acetyl-β-D-glucopyranose). The solvent is C1(=CC=CC=C1)C (toluene). Run at time 8 hour. Product: C(C)(=O)O[C@H]1[C@H](OC2=C(C=CC=C2)CC2=CC=C(C=C2)C(N)=O)O[C@@H]([C@H]([C@@H]1OC(C)=O)OC(C)=O)COC(C)=O (2-(4-carbamoylbenzyl)phenyl 2,3,4,6-tetra-O-acetyl-β-D-glucopyranoside). Reaction SMILES: [OH:1][C:2]1[CH:17]=[CH:16][CH:15]=[CH:14][C:3]=1[CH2:4][C:5]1[CH:13]=[CH:12][C:8]([C:9]([NH2:11])=[O:10])=[CH:7][CH:6]=1.C(O[C@@H:22]1[O:39][C@H:38]([CH2:40][O:41][C:42](=[O:44])[CH3:43])[C@@H:33]([O:34][C:35](=[O:37])[CH3:36])[C@H:28]([O:29][C:30](=[O:32])[CH3:31])[C@H:23]1[O:24][C:25](=[O:27])[CH3:26])(=O)C>C1(C)C=CC=CC=1>[C:25]([O:24][C@@H:23]1[C@@H:28]([O:29][C:30](=[O:32])[CH3:31])[C@H:33]([O:34][C:35](=[O:37])[CH3:36])[C@@H:38]([CH2:40][O:41][C:42](=[O:44])[CH3:43])[O:39][C@H:22]1[O:1][C:2]1[CH:17]=[CH:16][CH:15]=[CH:14][C:3]=1[CH2:4][C:5]1[CH:13]=[CH:12][C:8]([C:9](=[O:10])[NH2:11])=[CH:7][CH:6]=1)(=[O:27])[CH3:26]. Reported procedure: To a suspension of 4-(2-hydroxybenzyl)benzamide (0.063 g) and 1,2,3,4,6-penta-O-acetyl-β-D-glucopyranose (0.33 g) in toluene (3 mL) was added boron trifluoride diethyl-ether complex (0.11 mL), and the mixture was stirred at room temperature overnight. The reaction mixture was concentrated under reduced pressure, and the residue was purified by column chromatography on silica gel (eluent: hexane/ethyl acetate=4/1) to give 2-(4-carbamoylbenzyl)phenyl 2,3,4,6-tetra-O-acetyl-β-D-glucopyranoside. To ...